From a dataset of the Open Reaction Database (ORD), a public repository of structured organic reaction records. describe an organic reaction: reactants, conditions, products, and yield Starting materials: C(C)C=1C=CC(=NC1)CCC1=C(C=CC=C1)NC=O (5-ethyl-2-(o-formamidophenethyl)pyridine), CI (methyl iodide), ( c ), C(=O)NC1=C(CCC2=NC=CC=C2)C=CC=C1 (2-(o-formamidophenethyl)pyridine). Solvent: CC(=O)C (acetone). Yields the product [I-].C(C)C=1C=CC(=[N+](C1)C)CCC1=C(C=CC=C1)NC=O (5-ethyl-2-(o-formamidophenethyl)-1-methylpyridinium iodide). Yield: 74.0%. RXN SMILES: [CH2:1]([C:3]1[CH:4]=[CH:5][C:6]([CH2:9][CH2:10][C:11]2[CH:16]=[CH:15][CH:14]=[CH:13][C:12]=2[NH:17][CH:18]=[O:19])=[N:7][CH:8]=1)[CH3:2].C[I:21].[CH:22](NC1C=CC=CC=1CCC1C=CC=CN=1)=O>CC(C)=O>[I-:21].[CH2:1]([C:3]1[CH:4]=[CH:5][C:6]([CH2:9][CH2:10][C:11]2[CH:16]=[CH:15][CH:14]=[CH:13][C:12]=2[NH:17][CH:18]=[O:19])=[N+:7]([CH3:22])[CH:8]=1)[CH3:2] |f:4.5|. Procedure: Reaction of 5-ethyl-2-(o-formamidophenethyl)pyridine with methyl iodide in acetone according to the procedure of Example 2 (c) for 2-(o-formamidophenethyl)pyridine provides a 74% yield of analytically pure 5-ethyl-2-(o-formamidophenethyl)-1-methylpyridinium iodide having a melting point of 134.5°-136.5° C.